Task: describe an organic reaction: reactants, conditions, products, and yield. Dataset: the Open Reaction Database (ORD), a public repository of structured organic reaction records Starting materials: O=C([O-])[O-], COC(=O)c1sc(-c2ccccc2)cc1Br, Cc1ccccc1, NC1CC1, [Cs+], [Cs+], c1ccc(P(c2ccccc2)c2ccc3ccccc3c2-c2c(P(c3ccccc3)c3ccccc3)ccc3ccccc23)cc1. The product is COC(=O)c1sc(-c2ccccc2)cc1NC1CC1. As a reaction SMILES: [C:21](=[O:22])([O-:23])[O-:24].[CH3:1][O:2][C:3](=[O:4])[c:5]1[s:6][c:7](-[c:11]2[cH:12][cH:13][cH:14][cH:15][cH:16]2)[cH:8][c:9]1[Br:10].[CH3:73][c:74]1[cH:75][cH:76][cH:77][cH:78][cH:79]1.[CH:17]1([NH2:20])[CH2:18][CH2:19]1.[Cs+:25].[Cs+:26].[cH:27]1[cH:28][cH:29][c:30]([P:31]([c:32]2[cH:33][cH:34][c:35]3[c:36]([cH:37][cH:38][cH:39][cH:40]3)[c:41]2-[c:42]2[c:43]3[c:44]([cH:45][cH:46][cH:47][cH:48]3)[cH:49][cH:50][c:51]2[P:52]([c:53]2[cH:54][cH:55][cH:56][cH:57][cH:58]2)[c:59]2[cH:60][cH:61][cH:62][cH:63][cH:64]2)[c:65]2[cH:66][cH:67][cH:68][cH:69][cH:70]2)[cH:71][cH:72]1>>[CH3:1][O:2][C:3](=[O:4])[c:5]1[s:6][c:7](-[c:11]2[cH:12][cH:13][cH:14][cH:15][cH:16]2)[cH:8][c:9]1[NH:20][CH:17]1[CH2:18][CH2:19]1. The reactants are CC1=NC(=NC(=C1)C)NCCCCCN (5-(4,6-dimethyl-2-pyrimidylamino)-1-pentanamine), C(C=C)#N (acrylonitrile), C(Cl)(Cl)Cl (Chloroform). Run in C(C)(C)(C)O (t-butanol), C(C)(C)(C)O (t-butanol). Run at time 3.5 hour. The product is C(#N)CCNCCCCCNC1=NC(=CC(=N1)C)C (1-(2-cyanoethylamino)-5-(4,6-dimethyl-2-pyrimidylamino)pentane). Isolated yield 85.8%. RXN SMILES: [CH3:1][C:2]1[CH:7]=[C:6]([CH3:8])[N:5]=[C:4]([NH:9][CH2:10][CH2:11][CH2:12][CH2:13][CH2:14][NH2:15])[N:3]=1.[C:16](#[N:19])[CH:17]=[CH2:18].C(Cl)(Cl)Cl>C(O)(C)(C)C>[C:16]([CH2:17][CH2:18][NH:15][CH2:14][CH2:13][CH2:12][CH2:11][CH2:10][NH:9][C:4]1[N:5]=[C:6]([CH3:8])[CH:7]=[C:2]([CH3:1])[N:3]=1)#[N:19]. Procedure: To a stirred solution of (XII) (966 mg) in t-butanol was added 250 mg of acrylonitrile dissolved in 1 ml t-butanol over a period of 1 hour. Continued stirring for 3.5 hours at room temperature and finally refluxed for 1.5 hours. Chloroform was added and the product was extracted into 1N H2SO4. The aqueous phase was washed once with CHCl3, then basified to pH 10 with 2N NaOH and the free amine extracted into CHCl3. The product (XIII) 1.04 g was obtained by evaporation of the solvents under vacuum... Reactants: CCOC(=O)N1CCN(C(=O)C(CCC(=O)OC(C)(C)C)NC(=O)c2cc(OCC(=O)N3CCCC3C(=O)OCc3ccccc3)n(-c3ccc(F)c(F)c3)n2)CC1, CCOC(C)=O, [H][H]. Yields the product CCOC(=O)N1CCN(C(=O)C(CCC(=O)OC(C)(C)C)NC(=O)c2cc(OCC(=O)N3CCCC3C(=O)O)n(-c3ccc(F)c(F)c3)n2)CC1. Reaction SMILES: [CH2:1]([CH3:2])[O:3][C:4](=[O:5])[N:6]1[CH2:7][CH2:8][N:9]([C:12]([CH:13]([CH2:14][CH2:15][C:16](=[O:17])[O:18][C:19]([CH3:20])([CH3:21])[CH3:22])[NH:23][C:24](=[O:25])[c:26]2[n:27][n:28](-[c:50]3[cH:51][c:52]([F:57])[c:53]([F:56])[cH:54][cH:55]3)[c:29]([O:31][CH2:32][C:33](=[O:34])[N:35]3[CH:36]([C:40](=[O:41])[O:42][CH2:43][c:44]4[cH:45][cH:46][cH:47][cH:48][cH:49]4)[CH2:37][CH2:38][CH2:39]3)[cH:30]2)=[O:58])[CH2:10][CH2:11]1.[CH3:61][CH2:62][O:63][C:64](=[O:65])[CH3:66].[H:59][H:60]>>[CH2:1]([CH3:2])[O:3][C:4](=[O:5])[N:6]1[CH2:7][CH2:8][N:9]([C:12]([CH:13]([CH2:14][CH2:15][C:16](=[O:17])[O:18][C:19]([CH3:20])([CH3:21])[CH3:22])[NH:23][C:24](=[O:25])[c:26]2[n:27][n:28](-[c:50]3[cH:51][c:52]([F:57])[c:53]([F:56])[cH:54][cH:55]3)[c:29]([O:31][CH2:32][C:33](=[O:34])[N:35]3[CH:36]([C:40](=[O:41])[OH:42])[CH2:37][CH2:38][CH2:39]3)[cH:30]2)=[O:58])[CH2:10][CH2:11]1. The reactants are S(O)(O)(=O)=O (Sulphuric acid), CC1=CC=2C(C3=CC=CC=C3S(C2C=C1)(=O)=O)=O (2-methylthioxanthone-10,10-dioxide), O (water). The reagents and catalysts are [O-2].[O-2].[O-2].[Cr+6] (chromium trioxide). The solvent is C(C)(=O)O (acetic acid). Product: C(=O)(O)C1=CC=2C(C3=CC=CC=C3S(C2C=C1)(=O)=O)=O (2-carboxythioxanthone-10,10-dioxide). Reaction SMILES: [CH3:1][C:2]1[CH:15]=[CH:14][C:13]2[S:12](=[O:17])(=[O:16])[C:11]3[C:6](=[CH:7][CH:8]=[CH:9][CH:10]=3)[C:5](=[O:18])[C:4]=2[CH:3]=1.S(=O)(=O)(O)[OH:20].[OH2:24]>C(O)(=O)C.[O-2].[O-2].[O-2].[Cr+6]>[C:1]([C:2]1[CH:15]=[CH:14][C:13]2[S:12](=[O:17])(=[O:16])[C:11]3[C:6](=[CH:7][CH:8]=[CH:9][CH:10]=3)[C:5](=[O:18])[C:4]=2[CH:3]=1)([OH:20])=[O:24] |f:4.5.6.7|. Procedure details: A solution of chromium trioxide (1.50 g) in water (4.0 ml) was added to 2-methylthioxanthone-10,10-dioxide (1.29 g) in acetic acid (25 ml). Sulphuric acid (2.0 ml) was added and the mixture was boiled under reflux for 15 min. The mixture was cooled, and the crystallised product was filtered off, washed with water, and dried at 110° C, m.p. 276° C. Reactants: ClC1=CC=C2C(C(=CN(C2=C1)C1=CC=CC=C1)CNC(=O)C=1C=C2C(=NC1)N=CN2)=O (1H-Imidazo[4,5-b]pyridine-6-carboxylic acid (7-chloro-4-oxo-1-phenyl-1,4-dihydro-quinolin-3-ylmethyl)-amide), C(C)(C)(C)OC(=O)N1CCC(CC1)C(=O)O (1-tert-butoxycarbonyl-piperidine-4-carboxylic acid). Product: COC(=O)C=1N(C2=CC(=CC=C2C(C1CNC(=O)C1CCN(CC1)C(=O)OC(C)(C)C)=O)Cl)C1=CC=CC=C1 (3-{[(1-tert-butoxycarbonyl-piperidine-4-carbonyl)-amino]-methyl}-7-chloro-4-oxo-1-phenyl-1,4-dihydro-quinoline-2-carboxylic acid methyl ester). As a reaction SMILES: [Cl:1][C:2]1[CH:11]=[C:10]2[C:5]([C:6](=[O:31])[C:7]([CH2:18][NH:19][C:20]([C:22]3[CH:23]=[C:24]4NC=NC4=N[CH:27]=3)=[O:21])=[CH:8][N:9]2[C:12]2[CH:17]=[CH:16][CH:15]=[CH:14][CH:13]=2)=[CH:4][CH:3]=1.[C:32]([O:36][C:37]([N:39]1[CH2:44]CC(C(O)=O)CC1)=[O:38])([CH3:35])([CH3:34])[CH3:33]>>[CH3:32][O:36][C:37]([C:8]1[N:9]([C:12]2[CH:17]=[CH:16][CH:15]=[CH:14][CH:13]=2)[C:10]2[C:5]([C:6](=[O:31])[C:7]=1[CH2:18][NH:19][C:20]([CH:22]1[CH2:23][CH2:24][N:39]([C:37]([O:36][C:32]([CH3:33])([CH3:34])[CH3:35])=[O:38])[CH2:44][CH2:27]1)=[O:21])=[CH:4][CH:3]=[C:2]([Cl:1])[CH:11]=2)=[O:38]. Procedure: 3-{[(1-tert-butoxycarbonyl-piperidine-4-carbonyl)-amino]-methyl}-7-chloro-4-oxo-1-phenyl-1,4-dihydro-quinoline-2-carboxylic acid methyl ester was prepared starting from intermediate 1 and 1-tert-butoxycarbonyl-piperidine-4-carboxylic acid. MS calcd. for C29H33ClN3O6 [(M+H)+] 554.2, obsd. 554.1. Reactants: CS(=O)(=O)NCC1=CC=C(C(=O)O)C=C1 (4-(methanesulfonylaminomethyl)benzoic acid), CC=1C(=NC=C(C1)C)N1CCNCC1 (1-(3,5-dimethylpyridin-2-yl)piperazine). Yields the product CC=1C(=NC=C(C1)C)N1CCN(CC1)C(=O)C1=CC=C(CNS(=O)(=O)C)C=C1 (N-{4-[4-(3,5-dimethylpyridin-2-yl)piperazine-1-carbonyl]benzyl}methanesulfonamide). Isolated yield 80.9%. As a reaction SMILES: [CH3:1][S:2]([NH:5][CH2:6][C:7]1[CH:15]=[CH:14][C:10]([C:11]([OH:13])=O)=[CH:9][CH:8]=1)(=[O:4])=[O:3].[CH3:16][C:17]1[C:18]([N:24]2[CH2:29][CH2:28][NH:27][CH2:26][CH2:25]2)=[N:19][CH:20]=[C:21]([CH3:23])[CH:22]=1>>[CH3:16][C:17]1[C:18]([N:24]2[CH2:25][CH2:26][N:27]([C:11]([C:10]3[CH:9]=[CH:8][C:7]([CH2:6][NH:5][S:2]([CH3:1])(=[O:3])=[O:4])=[CH:15][CH:14]=3)=[O:13])[CH2:28][CH2:29]2)=[N:19][CH:20]=[C:21]([CH3:23])[CH:22]=1. Procedure: Using 4-(methanesulfonylaminomethyl)benzoic acid (183 mg) and 1-(3,5-dimethylpyridin-2-yl)piperazine (153 mg) described in Preparation Example 79 and by the reaction and treatment in the same manner as in Example 87, the title compound (260 mg) was obtained.